describe an organic reaction: reactants, conditions, products, and yield From a dataset of the Open Reaction Database (ORD), a public repository of structured organic reaction records. Reaction conditions: time 30 minute. Reported procedure: To a solution of 15 g of diisopropylamine in 75 ml of dry tetrahydrofuran was dropwise added 100 ml of n-butyl lithiun (15 w/w, n-hexane solution) at -5° to 0° C. After stirring at the same temperature for 30 minutes, 6.7 g of isobutyric acid was added dropwise to the mixture. After stirring was continued at the same temperature for 1 hour, a solution of 20 g of p-(3-bromopropoxy)phenyl benzyl ether in 60 ml of dry tetrahydrofuran was added dropwise to the solution. Thirty minutes after, the mix... Run in O (water), O1CCCC1 (tetrahydrofuran), O1CCCC1 (tetrahydrofuran). The reactants are C(C(C)C)(=O)O (isobutyric acid), C(C1=CC=CC=C1)OC1=CC=C(C=C1)OCCCBr (p-(3-bromopropoxy)phenyl benzyl ether), C(C)(C)NC(C)C (diisopropylamine), CCCCCC (n-hexane). RXN SMILES: C(NC(C)C)(C)C.CCCCCC.[C:14]([OH:19])(=[O:18])[CH:15]([CH3:17])[CH3:16].[CH2:20]([O:27][C:28]1[CH:33]=[CH:32][C:31]([O:34][CH2:35][CH2:36][CH2:37]Br)=[CH:30][CH:29]=1)[C:21]1[CH:26]=[CH:25][CH:24]=[CH:23][CH:22]=1>O1CCCC1.O>[CH2:20]([O:27][C:28]1[CH:33]=[CH:32][C:31]([O:34][CH2:35][CH2:36][CH2:37][C:15]([CH3:17])([CH3:16])[C:14]([OH:19])=[O:18])=[CH:30][CH:29]=1)[C:21]1[CH:26]=[CH:25][CH:24]=[CH:23][CH:22]=1. The product is desired product, C(C1=CC=CC=C1)OC1=CC=C(OCCCC(C(=O)O)(C)C)C=C1 (5-(p-benzyloxyphenoxy)-2,2-dimethylpentanoic acid). The reactants are C(#N)C1=CC=C(C=O)C=C1 (4-cyanobenzaldehyde), CC(=O)C1=CC=C(C=C1)F (4-fluoroacetophenone). Yields the product C(#N)C1=CC=C(C=C1)C=CC(=O)C1=CC=C(C=C1)F (3-(4cyanophenyl)-1-(4-fluorophenyl)prop-2-en-1-one). Reaction SMILES: [C:1]([C:3]1[CH:10]=[CH:9][C:6]([CH:7]=O)=[CH:5][CH:4]=1)#[N:2].[CH3:11][C:12]([C:14]1[CH:19]=[CH:18][C:17]([F:20])=[CH:16][CH:15]=1)=[O:13]>>[C:1]([C:3]1[CH:10]=[CH:9][C:6]([CH:7]=[CH:11][C:12]([C:14]2[CH:19]=[CH:18][C:17]([F:20])=[CH:16][CH:15]=2)=[O:13])=[CH:5][CH:4]=1)#[N:2]. Reported procedure: 3-(4cyanophenyl)-1-(4-fluorophenyl)prop-2-en-1-one is prepared according to the procedure described in Example 4a using 4-cyanobenzaldehyde and 4-fluoroacetophenone as starting materials. Reactants: C[O-].[Na+] (sodium methoxide), SCCO (2-Mercaptoethanol), C(=C)C1=CC=NC=C1 (4-vinylpyridine). Run in C(C)O (ethanol), C(C)O (ethanol), C(C)O (ethanol). Run at time 23 hour. Product: OCCSCCC1=CC=NC=C1 (4-[2-(2-hydroxyethylthio)ethyl]pyridine). RXN SMILES: C[O-].[Na+].[SH:4][CH2:5][CH2:6][OH:7].[CH:8]([C:10]1[CH:15]=[CH:14][N:13]=[CH:12][CH:11]=1)=[CH2:9]>C(O)C>[OH:7][CH2:6][CH2:5][S:4][CH2:9][CH2:8][C:10]1[CH:15]=[CH:14][N:13]=[CH:12][CH:11]=1 |f:0.1|. Reported procedure: Under a nitrogen atmosphere, sodium methoxide (1.62 g., 0.03 mole) was dissolved in 36 ml. of stirring absolute ethanol and the solution cooled in an ice bath. 2-Mercaptoethanol (2.34 g., 0.03 mole) in 6 ml. of absolute ethanol was added over approximately 5 minutes. Finally, 4-vinylpyridine (3.22 g., 0.03 mole) in approximately 20 ml. of absolute ethanol was added over 15 minutes. The reaction mixture was allowed to warm to room temperature and stirred for 23 hours. The reaction mixture was con... The reactants are NC1=C(C(=CC=C1)Cl)CO ((2-Amino-6-chlorophenyl)methanol), O.C(C)(=O)[O-].[Na+] (sodium acetate hydrate), C([O-])([O-])=O.[K+].[K+] (potassium carbonate), [BH4-].[Na+] (sodium borohydride). The solvent is O (water), C(C)O (ethanol), CC(=O)C (acetone), C(C)(=O)O (acetic acid), [OH-].[Na+] (sodium hydroxide), O (water). The product is ClC1=C(C(=CC=C1)NC(C)C)CO ([2-Chloro-6-(isopropylamino)phenyl]methanol). Isolated yield 94.0%. RXN SMILES: [NH2:1][C:2]1[CH:7]=[CH:6][CH:5]=[C:4]([Cl:8])[C:3]=1[CH2:9][OH:10].O.[C:12]([O-])(=O)[CH3:13].[Na+].[BH4-].[Na+].[C:19](=O)([O-])[O-].[K+].[K+]>[OH-].[Na+].O.C(O)C.CC(C)=O.C(O)(=O)C>[Cl:8][C:4]1[CH:5]=[CH:6][CH:7]=[C:2]([NH:1][CH:12]([CH3:13])[CH3:19])[C:3]=1[CH2:9][OH:10] |f:1.2.3,4.5,6.7.8,9.10|. Procedure: To a mixture of (2-amino-6-chlorophenyl)methanol (2.3 g, 14.6 mmol, step 1), acetic acid (14 mL), sodium acetate hydrate (4.8 g, 58.5 mmol), acetone (7 mL), ethanol (4.8 mL), and water (14 mL) was added a solution of sodium borohydride (1.66 g, 43.9 mmol) in 2N aqueous sodium hydroxide solution (4.8 mL) at 0° C. over a period of 4 h. The mixture was basified with potassium carbonate (3 g) and added water (150 mL). The aqueous layer was extracted with n-hexane. The organic layer was dried over so... Reactants: Cl (hydrochloric acid), FC1=CC=C(C=C1)C(=CC1=NN=NN1C)C1=CC=C(C=C1)F (1,1-Bis(4-fluorophenyl)-2-(1-methyl-1H-tetrazol-5-yl)ethene), C(=O)OCC (ethyl formate), C(CCC)[Li] (n-butyl lithium). Solvent: O1CCCC1 (tetrahydrofuran). Run at temperature -80 celsius, time 40 minute. The product is FC1=CC=C(C=C1)C(=C(C=O)C1=NN=NN1C)C1=CC=C(C=C1)F (3,3-Bis(4-fluorophenyl)-2-(1-methyl-1H-tetrazol-5-yl)propenal). Isolated yield 71.5%. Reaction SMILES: [F:1][C:2]1[CH:7]=[CH:6][C:5]([C:8]([C:16]2[CH:21]=[CH:20][C:19]([F:22])=[CH:18][CH:17]=2)=[CH:9][C:10]2[N:14]([CH3:15])[N:13]=[N:12][N:11]=2)=[CH:4][CH:3]=1.C([Li])CCC.[CH:28](OCC)=[O:29].Cl>O1CCCC1>[F:1][C:2]1[CH:7]=[CH:6][C:5]([C:8]([C:16]2[CH:17]=[CH:18][C:19]([F:22])=[CH:20][CH:21]=2)=[C:9]([C:10]2[N:14]([CH3:15])[N:13]=[N:12][N:11]=2)[CH:28]=[O:29])=[CH:4][CH:3]=1. Reported procedure: To a finely divided suspension of 1,1-bis(4-fluorophenyl)-2-(1-methyl-1H-tetrazol-5-yl)ethene (1.0 g, 3.3 mmoles) [prepared in Step B] in tetrahydrofuran (10 mL) at -80° C. was added n-butyl lithium (1.54 mL of 2.14M solution), 3.3 mmoles) with the formation of a dark violet color. After stirring for 40 minutes at -80° C., ethyl formate (0.32 g, 4.3 mmoles) was added and the mixture stirred for 2.5 hours at -80° C. The mixture was hydrolyzed with 1N hydrochloric acid and extracted with methylene... Reactants: C(CCC)C1=CC=C(CN)C=C1 (4-butylbenzylamine), N1=CC=CC=C1 (pyridine), O (water), CS(=O)(=O)Cl (methanesulfonyl chloride). Run in C(Cl)Cl (CH2Cl2). Run at time 24 hour. Yields the product C(CCC)C1=CC=C(CNS(=O)(=O)C)C=C1 (N-(4-Butyl-benzyl)-methanesulfonamide). Isolated yield 57.5%. RXN SMILES: [CH2:1]([C:5]1[CH:12]=[CH:11][C:8]([CH2:9][NH2:10])=[CH:7][CH:6]=1)[CH2:2][CH2:3][CH3:4].N1C=CC=CC=1.[CH3:19][S:20](Cl)(=[O:22])=[O:21].O>C(Cl)Cl>[CH2:1]([C:5]1[CH:6]=[CH:7][C:8]([CH2:9][NH:10][S:20]([CH3:19])(=[O:22])=[O:21])=[CH:11][CH:12]=1)[CH2:2][CH2:3][CH3:4]. Procedure: To a solution of 4-butylbenzylamine (4.01 g, 24.6 mmol) in CH2Cl2 (75 mL) was added pyridine (4.0 mL, 49 mmol) followed by dropwise addition of methanesulfonyl chloride (2.5 mL, 32.3 mmol). The reaction was stirred at room temperature for 24 h and water was added. The product was extracted into CH2Cl2 (2×) and the organic solution was dried (MgSO4), filtered, and concentrated. Flash chromatography (2:1 to 1:1 hexanes:EtOAc) provided the title compound as a white solid (3.4114 g). 1H NMR (400 MHz...